describe an organic reaction: reactants, conditions, products, and yield From a dataset of the Open Reaction Database (ORD), a public repository of structured organic reaction records. Reactants: CC([C@@H](C(=O)N1CC2=CC(=CC=C2C[C@H]1C(N[C@@H]1CCCC2=CC=CC=C12)=O)[N+](=O)[O-])NC([C@H](C)N(C(OC(C)(C)C)=O)C)=O)(C)C (tert-butyl ((S)-1-(((S)-3,3-dimethyl-1-((S)-7-nitro-3-(((R)-1,2,3,4-tetrahydronaphthalen-1-yl)carbamoyl)-3,4-dihydroisoquinolin-2(1H)-yl)-1-oxobutan-2-yl)amino)-1-oxopropan-2-yl)(methyl)carbamate). Reagents/catalysts: [Pd] (Pd/C). Solvent: CO (MeOH). Reaction conditions: time 3 hour. The product is NC1=CC=C2C[C@H](N(CC2=C1)C([C@H](C(C)(C)C)NC([C@H](C)N(C(OC(C)(C)C)=O)C)=O)=O)C(N[C@@H]1CCCC2=CC=CC=C12)=O (tert-Butyl ((S)-1-(((S)-1-((S)-7-amino-3-(((R)-1,2,3,4-tetrahydronaphthalen-1-yl)carbamoyl)-3,4-dihydroisoquinolin-2(1H)-yl)-3,3-dimethyl-1-oxobutan-2-yl)amino)-1-oxopropan-2-yl)(methyl)carbamate). The yield is 91.8%. RXN SMILES: [CH3:1][C:2]([CH3:47])([CH3:46])[C@H:3]([NH:32][C:33](=[O:45])[C@@H:34]([N:36]([CH3:44])[C:37](=[O:43])[O:38][C:39]([CH3:42])([CH3:41])[CH3:40])[CH3:35])[C:4]([N:6]1[C@H:15]([C:16](=[O:28])[NH:17][C@H:18]2[C:27]3[C:22](=[CH:23][CH:24]=[CH:25][CH:26]=3)[CH2:21][CH2:20][CH2:19]2)[CH2:14][C:13]2[C:8](=[CH:9][C:10]([N+:29]([O-])=O)=[CH:11][CH:12]=2)[CH2:7]1)=[O:5]>CO.[Pd]>[NH2:29][C:10]1[CH:9]=[C:8]2[C:13]([CH2:14][C@@H:15]([C:16](=[O:28])[NH:17][C@H:18]3[C:27]4[C:22](=[CH:23][CH:24]=[CH:25][CH:26]=4)[CH2:21][CH2:20][CH2:19]3)[N:6]([C:4](=[O:5])[C@@H:3]([NH:32][C:33](=[O:45])[C@@H:34]([N:36]([CH3:44])[C:37](=[O:43])[O:38][C:39]([CH3:41])([CH3:42])[CH3:40])[CH3:35])[C:2]([CH3:1])([CH3:46])[CH3:47])[CH2:7]2)=[CH:12][CH:11]=1. Procedure: To a pressure flask containing 10% Pd/C (240 mg, 0.23 mmol) was added a solution of tert-butyl ((S)-1-(((S)-3,3-dimethyl-1-((S)-7-nitro-3-(((R)-1,2,3,4-tetrahydronaphthalen-1-yl)carbamoyl)-3,4-dihydroisoquinolin-2(1H)-yl)-1-oxobutan-2-yl)amino)-1-oxopropan-2-yl)(methyl)carbamate (1.46 g, 2.25 mmol) in MeOH (11.2 mL). The resulting reaction mixture was stirred under H2 at 15 psi for 3 h and then filtered through a pad of CELITE® rinsing with EtOAc. The filtrate was concentrated in vacuo and redis... The reactants are COC(=O)c1cnc(Cl)nc1C(F)(F)F, CS(C)=O, CCN(C(C)C)C(C)C, CC(C)OC(=O)N1CCC(ON=C2CCNCC2)CC1, [Na+], O=C([O-])O. Yields the product COC(=O)c1cnc(N2CCC(=NOC3CCN(C(=O)OC(C)C)CC3)CC2)nc1C(F)(F)F. As a reaction SMILES: [CH3:1][O:2][C:3](=[O:4])[c:5]1[c:6]([C:12]([F:13])([F:14])[F:15])[n:7][c:8]([Cl:11])[n:9][cH:10]1.[CH3:45][S:46]([CH3:47])=[O:48].[CH:36]([N:37]([CH:38]([CH3:39])[CH3:40])[CH2:41][CH3:42])([CH3:43])[CH3:44].[NH:16]1[CH2:17][CH2:18][C:19](=[N:22][O:23][CH:24]2[CH2:25][CH2:26][N:27]([C:30](=[O:31])[O:32][CH:33]([CH3:34])[CH3:35])[CH2:28][CH2:29]2)[CH2:20][CH2:21]1.[Na+:53].[O-:49][C:50]([OH:51])=[O:52]>>[CH3:1][O:2][C:3](=[O:4])[c:5]1[c:6]([C:12]([F:13])([F:14])[F:15])[n:7][c:8]([N:16]2[CH2:17][CH2:18][C:19](=[N:22][O:23][CH:24]3[CH2:25][CH2:26][N:27]([C:30](=[O:31])[O:32][CH:33]([CH3:34])[CH3:35])[CH2:28][CH2:29]3)[CH2:20][CH2:21]2)[n:9][cH:10]1.